Dataset: the Open Reaction Database (ORD), a public repository of structured organic reaction records. Task: describe an organic reaction: reactants, conditions, products, and yield Starting materials: O=C1CCC1, [BH3-]C#N, CC(=O)O, CO, O=C(O)C(F)(F)F, O=C1CCC(c2ccc(OC3CCNCC3)cc2)=NN1, [Na+], CN(C)C=O. The product is O=C1CCC(c2ccc(OC3CCN(C4CCC4)CC3)cc2)=NN1. Reaction SMILES: [C:32]1(=[O:36])[CH2:33][CH2:34][CH2:35]1.[C:37]([BH3-:38])#[N:39].[CH3:28][C:29](=[O:30])[OH:31].[CH3:46][OH:47].[F:1][C:2]([F:3])([F:4])[C:5]([OH:6])=[O:7].[NH:8]1[CH2:9][CH2:10][CH:11]([O:14][c:15]2[cH:16][cH:17][c:18]([C:21]3=[N:26][NH:25][C:24](=[O:27])[CH2:23][CH2:22]3)[cH:19][cH:20]2)[CH2:12][CH2:13]1.[Na+:40].[O:41]=[CH:42][N:43]([CH3:44])[CH3:45]>>[N:8]1([CH:32]2[CH2:33][CH2:34][CH2:35]2)[CH2:9][CH2:10][CH:11]([O:14][c:15]2[cH:16][cH:17][c:18]([C:21]3=[N:26][NH:25][C:24](=[O:27])[CH2:23][CH2:22]3)[cH:19][cH:20]2)[CH2:12][CH2:13]1.